The task is: describe an organic reaction: reactants, conditions, products, and yield. This data is from the Open Reaction Database (ORD), a public repository of structured organic reaction records. Reactants: [OH-].[Na+] (NaOH), CN(CCOC1=NC=CC=C1OCCOC1=NC=CN=C1N1[C@@H](CNCC1)C)C (2-{2-[{2-[2-(dimethylamino)ethoxy]pyridin-3-yl}oxy]ethoxy}-3-[(2R)-2-methylpiperazin-1-yl]pyrazine), C(C)(=O)O[BH-](OC(C)=O)OC(C)=O.[Na+] (sodium triacetoxyborohydride), C=O (formaldehyde). Run in ClCCCl (1,2-dichloroethane), O (Water). Reaction conditions: time 8 hour. The product is 0.33, CN(CCOC1=NC=CC=C1OCCOC1=NC=CN=C1N1[C@@H](CN(CC1)C)C)C (2-{2-[{2-[2-(Dimethylamino)ethoxy]pyridin-3-yl}oxy]ethoxy}-3-[(2R)-2,4-dimethylpiperazin-1-yl]pyrazine). The yield is 67.0%. As a reaction SMILES: [CH3:1][N:2]([CH3:29])[CH2:3][CH2:4][O:5][C:6]1[C:11]([O:12][CH2:13][CH2:14][O:15][C:16]2[C:21]([N:22]3[CH2:27][CH2:26][NH:25][CH2:24][C@H:23]3[CH3:28])=[N:20][CH:19]=[CH:18][N:17]=2)=[CH:10][CH:9]=[CH:8][N:7]=1.[C:30](O[BH-](OC(=O)C)OC(=O)C)(=O)C.[Na+].C=O.[OH-].[Na+]>ClCCCl.O>[CH3:1][N:2]([CH3:29])[CH2:3][CH2:4][O:5][C:6]1[C:11]([O:12][CH2:13][CH2:14][O:15][C:16]2[C:21]([N:22]3[CH2:27][CH2:26][N:25]([CH3:30])[CH2:24][C@H:23]3[CH3:28])=[N:20][CH:19]=[CH:18][N:17]=2)=[CH:10][CH:9]=[CH:8][N:7]=1 |f:1.2,4.5|. Reported procedure: To a solution of 2-{2-[{2-[2-(dimethylamino)ethoxy]pyridin-3-yl}oxy]ethoxy}-3-[(2R)-2-methylpiperazin-1-yl]pyrazine (from Example 1; 0.48 g, 1.19 mmol) in 1,2-dichloroethane (4 mL) was added sodium triacetoxyborohydride (1.3 g, 6.2 mmol) and 37% aqueous formaldehyde (0.072 g, 2.4 mmol), the slightly exothermic reaction was stirred at ambient temperature overnight. Water was added and the mixture was made basic (pH>13) by addition of 8 M NaOH. After being stirred for five minutes, the phases were... The reactants are ClC=1C=CC2=C(N(C(C3=CN=CC(=C23)F)=O)C)C1 (8-chloro-1-fluoro-6-methylbenzo[c][2,7]naphthyridin-5(6H)-one), C1COCCOCCOCCOCCOCCO1 (18-crown-6), C[O-].[Na+] (sodium methoxide). Run in CO (MeOH), CO (methanol), O (water). Reaction conditions: temperature 100 celsius. The product is ClC=1C=CC2=C(N(C(C3=CN=CC(=C23)OC)=O)C)C1 (8-chloro-1-methoxy-6-methylbenzo[c][2,7]naphthyridin-5(6H)-one). The yield is 973.3%. Reaction SMILES: [Cl:1][C:2]1[CH:3]=[CH:4][C:5]2[C:14]3[C:9](=[CH:10][N:11]=[CH:12][C:13]=3F)[C:8](=[O:16])[N:7]([CH3:17])[C:6]=2[CH:18]=1.C1OCCOCCOCCOCCOCC[O:21][CH2:20]1.C[O-].[Na+]>CO.O>[Cl:1][C:2]1[CH:3]=[CH:4][C:5]2[C:14]3[C:9](=[CH:10][N:11]=[CH:12][C:13]=3[O:21][CH3:20])[C:8](=[O:16])[N:7]([CH3:17])[C:6]=2[CH:18]=1 |f:2.3|. Procedure details: To the solution of 8-chloro-1-fluoro-6-methylbenzo[c][2,7]naphthyridin-5(6H)-one (40 mg, 0.152 mmol), prepared as described in Example 85, Part E, in MeOH (0.2 mL) in a microwave vial, 18-crown-6 (4.03 mg, 0.015 mmol) and sodium methoxide (32.9 mg, 0.152 mmol) in methanol were added and heated in a microwave oven at 100° C. for 30 min. Upon completion, the reaction mixture was diluted with water and extracted with ethyl acetate (2×5 mL). The combined organic layers were washed with brine solutio...